This data is from the Open Reaction Database (ORD), a public repository of structured organic reaction records. The task is: describe an organic reaction: reactants, conditions, products, and yield Starting materials: BrCC(=O)C1=CC(=C(C=C1)Cl)NS(=O)(=O)C (2-bromo-1-[4-chloro-3-[(methylsulfonyl)amino]phenyl]ethanone), O1COC2=C1C=CC(=C2)[C@@H](CC2=CC=CC=C2)N ((R)-α-(1,3-benzodioxol-5-yl)benzeneethanamine), IC[C@H](O[Si](CC)(CC)CC)C=1C(=C(C=CC1)NS(=O)(=O)C)Cl ((R)-N-[3-[2-iodo-1-[(triethylsilyl)oxy]ethyl]-2-chlorophenyl]methanesulfonamide). Yields the product ( R ), C(C)[Si](O[C@@H](CNC(CC1=CC=CC=C1)C1=CC2=C(OCO2)C=C1)C=1C=CC(=C(C1)NS(=O)(=O)C)Cl)(CC)CC ((R)-N-[5-[1-(triethylsilyl)oxy-2-[[1-(1,3-benzodioxol-5-yl)-2-phenylethyl]amino]ethyl]-2-chlorophenyl]methanesulfonamide). RXN SMILES: [O:1]1[C:5]2[CH:6]=[CH:7][C:8]([C@H:10]([NH2:18])[CH2:11][C:12]3[CH:17]=[CH:16][CH:15]=[CH:14][CH:13]=3)=[CH:9][C:4]=2[O:3][CH2:2]1.I[CH2:20][C@@H:21]([C:30]1[C:31](Cl)=[C:32]([NH:36][S:37]([CH3:40])(=[O:39])=[O:38])[CH:33]=[CH:34][CH:35]=1)[O:22][Si:23]([CH2:28][CH3:29])([CH2:26][CH3:27])[CH2:24][CH3:25].BrCC(C1C=CC([Cl:52])=C(NS(C)(=O)=O)C=1)=O>>[CH2:24]([Si:23]([CH2:28][CH3:29])([CH2:26][CH3:27])[O:22][C@H:21]([C:30]1[CH:35]=[CH:34][C:33]([Cl:52])=[C:32]([NH:36][S:37]([CH3:40])(=[O:39])=[O:38])[CH:31]=1)[CH2:20][NH:18][CH:10]([C:8]1[CH:7]=[CH:6][C:5]2[O:1][CH2:2][O:3][C:4]=2[CH:9]=1)[CH2:11][C:12]1[CH:13]=[CH:14][CH:15]=[CH:16][CH:17]=1)[CH3:25]. Procedure: The title compound was prepared by coupling (R)-α-(1,3-benzodioxol-5-yl)benzeneethanamine (preparation described in Step B of Example 60) with (R)-N-[3-[2-iodo-1-[(triethylsilyl)oxy]ethyl]-2-chlorophenyl]methanesulfonamide (prepared from 2-bromo-1-[4-chloro-3-[(methylsulfonyl)amino]phenyl]ethanone, preparation described in Example 69, utilizing the procedures described in step A-C of Example 19) following the procedure described in steps D and E of Example 19 with the following modifications. 1)... Reactants: C(C)(C)OB1OC(C(O1)(C)C)(C)C (2-isopropoxy-4,4,5,5-tetramethyl-1,3,2-dioxaborolane), BrC=1C(=NN(C1)C)C1CC1 (4-bromo-3-cyclopropyl-1-methyl-1H-pyrazole), solution, [Li]CCCC (n-BuLi). The solvent is C1CCOC1 (THF), C1CCOC1 (THF). Run at time 30 minute. Yields the product C1(CC1)C1=NN(C=C1B1OC(C(O1)(C)C)(C)C)C (3-cyclopropyl-1-methyl-4-(4,4,5,5-tetramethyl-1,3,2-dioxaborolan-2-yl)-1H-pyrazole). Yield: 47.4%. Reaction SMILES: Br[C:2]1[C:3]([CH:8]2[CH2:10][CH2:9]2)=[N:4][N:5]([CH3:7])[CH:6]=1.[Li]CCCC.C(O[B:20]1[O:24][C:23]([CH3:26])([CH3:25])[C:22]([CH3:28])([CH3:27])[O:21]1)(C)C>C1COCC1>[CH:8]1([C:3]2[C:2]([B:20]3[O:24][C:23]([CH3:26])([CH3:25])[C:22]([CH3:28])([CH3:27])[O:21]3)=[CH:6][N:5]([CH3:7])[N:4]=2)[CH2:10][CH2:9]1. Reported procedure: To a stirred solution of 4-bromo-3-cyclopropyl-1-methyl-1H-pyrazole (500 mg, 2.5 mmol) in THF (10 mL) was added dropwise a 2.5 M solution of n-BuLi (1.4 mL, 3.5 mmol) at −78° C., and the resulting light yellow solution was stirred for 30 min. To the mixture was added a solution of 2-isopropoxy-4,4,5,5-tetramethyl-1,3,2-dioxaborolane (1.1 mL, 5.5 mmol) in THF (1 mL), and the mixture was warmed to room temperature over 30 min. The reaction was quenched with saturated aqueous NH4Cl solution. The mi... Starting materials: ClC(=O)OC (methyl chloroformate), NC=1C=C2C=3CC(CCC3NC2=CC1)N(C)C (6-amino-3-(dimethyl)amino-1,2,3,4-tetrahydro-9H-carbazole), polystyrene. The solvent is ClCCl (dichloromethane). Yields the product COC(=O)NC=1C=C2C=3CC(CCC3NC2=CC1)N(C)C (6-(methoxycarbonyl)amino-3-(dimethyl)amino-1,2,3,4-tetrahydro-9H-carbazole). Isolated yield 53.5%. As a reaction SMILES: [NH2:1][C:2]1[CH:3]=[C:4]2[C:12](=[CH:13][CH:14]=1)[NH:11][C:10]1[CH2:9][CH2:8][CH:7]([N:15]([CH3:17])[CH3:16])[CH2:6][C:5]2=1.Cl[C:19]([O:21][CH3:22])=[O:20]>ClCCl>[CH3:22][O:21][C:19]([NH:1][C:2]1[CH:3]=[C:4]2[C:12](=[CH:13][CH:14]=1)[NH:11][C:10]1[CH2:9][CH2:8][CH:7]([N:15]([CH3:17])[CH3:16])[CH2:6][C:5]2=1)=[O:20]. Reported procedure: To a mixture of 6.0 mg (0.026 mMol) 6-amino-3-(dimethyl)amino-1,2,3,4-tetrahydro-9H-carbazole and 8.0 mg (.07 mMol) polyvinylpyridine in 3.0 mL dichloromethane were added 2.4 mg (0.0273 mMol) methyl chloroformate. The reaction mixture was mixed for 2 days at ambient temperature. To this mixture were then added 90 mg (0.073 mMol) aminomethylated polystyrene and the reaction mixed for an additional 18 hours. The reaction mixture was then filtered and the volatiles evaporated to give 4.0 mg (53%) o...